This data is from the Open Reaction Database (ORD), a public repository of structured organic reaction records. The task is: describe an organic reaction: reactants, conditions, products, and yield Starting materials: C(CCS)S (1,3-propanedithiol), C(CCC#C)=O (pent-4-ynal), B(F)(F)F.CCOCC (Boron trifluoride etherate). Solvent: C(Cl)Cl (methylene chloride). Reaction conditions: time 1 hour. The product is C(CC#C)C1SCCCS1 (2-(but-3-ynyl)-1,3-dithiane). Yield: 62.3%. Reaction SMILES: [CH:1](=O)[CH2:2][CH2:3][C:4]#[CH:5].[CH2:7]([SH:11])[CH2:8][CH2:9][SH:10].B(F)(F)F.CCOCC>C(Cl)Cl>[CH2:2]([CH:1]1[S:11][CH2:7][CH2:8][CH2:9][S:10]1)[CH2:3][C:4]#[CH:5] |f:2.3|. Reported procedure: To a solution of pent-4-ynal (6.99 g, 85.1 mmol) dissolved in methylene chloride (85 mL) was added 1,3-propanedithiol (8.54 mL, 85.1 mmol). The solution was stirred at room temperature for 1 hour and then cooled to -20° C. Boron trifluoride etherate (10.46 mL, 85.1 mmol) was added and, after warming to room temperature, the solution was stirred for 16 hours. The solution was washed with water (2×20 mL) and the aqueous extract was washed with additional methylene chloride (2×40 mL). The combined ... Reactants: N(CC(=O)ON1C(=O)CCC1=O)C(=O)OC(C)(C)C (Boc-Gly-OSu), COC([C@@H](N)CC1=CC(I)=C(C(I)=C1)OC1=CC(I)=C(C(I)=C1)O)=O (thyroxine methyl ester). Run in O (water). Conditions: time 1.5 hour. The product is COC([C@@H](NC(CNC(=O)OC(C)(C)C)=O)CC1=CC(I)=C(C(I)=C1)OC1=CC(I)=C(C(I)=C1)O)=O (t-butoxycarbonylglycyl thyroxine methyl ester). The yield is 82.5%. Reaction SMILES: [NH:1]([C:13]([O:15][C:16]([CH3:19])([CH3:18])[CH3:17])=[O:14])[CH2:2][C:3]([O:5]N1C(=O)CCC1=O)=O.[CH3:20][O:21][C:22](=[O:44])[C@H:23]([CH2:25][C:26]1[CH:33]=[C:31]([I:32])[C:30]([O:34][C:35]2[CH:42]=[C:40]([I:41])[C:39]([OH:43])=[C:37]([I:38])[CH:36]=2)=[C:28]([I:29])[CH:27]=1)[NH2:24]>O>[CH3:20][O:21][C:22](=[O:44])[C@H:23]([CH2:25][C:26]1[CH:27]=[C:28]([I:29])[C:30]([O:34][C:35]2[CH:36]=[C:37]([I:38])[C:39]([OH:43])=[C:40]([I:41])[CH:42]=2)=[C:31]([I:32])[CH:33]=1)[NH:24][C:3](=[O:5])[CH2:2][NH:1][C:13]([O:15][C:16]([CH3:17])([CH3:18])[CH3:19])=[O:14]. Reported procedure: To the Boc-Gly-OSu solution was added under ice-cooling the thyroxine methyl ester solution. The resulting mixture was allowed to stand to reach room temperature, and then stirred for 1.5 hrs. The reaction liquid was allowed to stand overnight, and to this were added 25 ml. of distilled water and 50 ml. of ethyl acetate for extraction with the ethyl acetate. The extraction with 25 ml. of ethyl acetate was repeated three times. The ethyl acetate extracts were combined and dried over anhydrous mag... The reactants are Cc1ccc(S(=O)(=O)NCc2ccc(C(=O)CBr)cc2)cc1, CC#N, c1cc(N2CCNCC2)ccn1. Yields the product Cc1ccc(S(=O)(=O)NCc2ccc(C(=O)CN3CCN(c4ccncc4)CC3)cc2)cc1. RXN SMILES: [Br:1][CH2:2][C:3](=[O:4])[c:5]1[cH:6][cH:7][c:8]([CH2:11][NH:12][S:13](=[O:14])(=[O:15])[c:16]2[cH:17][cH:18][c:19]([CH3:22])[cH:20][cH:21]2)[cH:9][cH:10]1.[CH3:35][C:36]#[N:37].[n:23]1[cH:24][cH:25][c:26]([N:29]2[CH2:30][CH2:31][NH:32][CH2:33][CH2:34]2)[cH:27][cH:28]1>>[CH2:2]([C:3](=[O:4])[c:5]1[cH:6][cH:7][c:8]([CH2:11][NH:12][S:13](=[O:14])(=[O:15])[c:16]2[cH:17][cH:18][c:19]([CH3:22])[cH:20][cH:21]2)[cH:9][cH:10]1)[N:32]1[CH2:31][CH2:30][N:29]([c:26]2[cH:25][cH:24][n:23][cH:28][cH:27]2)[CH2:34][CH2:33]1.